This data is from the Open Reaction Database (ORD), a public repository of structured organic reaction records. The task is: describe an organic reaction: reactants, conditions, products, and yield Reactants: CCC(O)c1ccc(C)cc1OC, ClCCl, O. Product: CCC(=O)c1ccc(C)cc1OC. Reaction SMILES: [CH3:2][O:3][c:4]1[c:5]([CH:11]([CH2:12][CH3:13])[OH:14])[cH:6][cH:7][c:8]([CH3:10])[cH:9]1.[Cl:15][CH2:16][Cl:17].[OH2:1]>>[CH3:2][O:3][c:4]1[c:5]([C:11]([CH2:12][CH3:13])=[O:14])[cH:6][cH:7][c:8]([CH3:10])[cH:9]1. The reactants are ClCCl, CC(C)(C)OC(=O)Nc1cc(CO)ccn1, O=S(Cl)Cl. Yields the product CC(C)(C)OC(=O)Nc1cc(CCl)ccn1. As a reaction SMILES: [Cl:21][CH2:22][Cl:23].[OH:1][CH2:2][c:3]1[cH:4][c:5]([NH:9][C:10]([O:11][C:12]([CH3:13])([CH3:14])[CH3:15])=[O:16])[n:6][cH:7][cH:8]1.[S:17]([Cl:18])([Cl:19])=[O:20]>>[CH2:2]([c:3]1[cH:4][c:5]([NH:9][C:10]([O:11][C:12]([CH3:13])([CH3:14])[CH3:15])=[O:16])[n:6][cH:7][cH:8]1)[Cl:19]. Starting materials: FC=1C=C(C=C(C1)F)[C@@H](C)NC(C1=CC(=CC=C1)[N+](=O)[O-])C1=CC=C(C=C1)F (N-[(R)-1-(3,5-difluorophenyl)ethyl]-N-[(4-fluorophenyl)-(3-nitrophenyl)methyl]amine), [BH4-].[Na+] (sodium borohydride). Reagents/catalysts: O.O.O.O.O.O.[Ni](Cl)Cl (nickel chloride hexahydrate). Product: FC=1C=C(C=C(C1)F)[C@@H](C)NC(C=1C=C(C=CC1)N)C1=CC=C(C=C1)F (3-{[(R)-1-(3,5-Difluorophenyl)ethylamino]-(4-fluorophenyl)methyl}phenylamine). RXN SMILES: [F:1][C:2]1[CH:3]=[C:4]([C@H:9]([NH:11][CH:12]([C:22]2[CH:27]=[CH:26][C:25]([F:28])=[CH:24][CH:23]=2)[C:13]2[CH:18]=[CH:17][CH:16]=[C:15]([N+:19]([O-])=O)[CH:14]=2)[CH3:10])[CH:5]=[C:6]([F:8])[CH:7]=1.[BH4-].[Na+]>O.O.O.O.O.O.[Ni](Cl)Cl>[F:1][C:2]1[CH:3]=[C:4]([C@H:9]([NH:11][CH:12]([C:22]2[CH:23]=[CH:24][C:25]([F:28])=[CH:26][CH:27]=2)[C:13]2[CH:14]=[C:15]([NH2:19])[CH:16]=[CH:17][CH:18]=2)[CH3:10])[CH:5]=[C:6]([F:8])[CH:7]=1 |f:1.2,3.4.5.6.7.8.9|. Procedure details: Following a reaction and purification procedure similar to those described in Example (59b), 4.40 g of N-[(R)-1-(3,5-difluorophenyl)ethyl]-N-[(4-fluorophenyl)-(3-nitrophenyl)methyl]amine [prepared as described in step (a) above], 6.54 g of nickel chloride hexahydrate and 1.81 g of sodium borohydride were reacted, to obtain 1.24 g of isomer A and 1.66 g of isomer B of the title compound as yellow oils, respectively. Reactants: BrC=1C=CC(=NC1)CN1C=C2C(C=3C=CC=CC13)=NN(C2=O)C2=C(C=CC=C2)F (5-[(5-Bromopyridin-2-yl)methyl]-2-(2-fluorophenyl)-2,5-dihydro-3H-pyrazolo[4,3-c]quinolin-3-one), C([O-])([O-])=O.[K+].[K+] (potassium carbonate), C1(CCCCC1)P(C1=C(C=CC=C1)C1=C(C=C(C=C1C(C)C)C(C)C)C(C)C)C1CCCCC1 (2-dicyclohexylphosphino-2′,4′,6′-tri-iso-propyl-1,1′-biphenyl), CC1=NC=CC=C1B(O)O ((2-methylpyridin-3-yl)boronic acid). The reagents and catalysts are C(C)(=O)[O-].[Pd+2].C(C)(=O)[O-] (palladium(II) acetate). The solvent is CS(=O)C (dimethylsulfoxide). Conditions: time 90 minute. Yields the product FC1=C(C=CC=C1)N1N=C2C(=CN(C=3C=CC=CC23)CC2=CC=C(C=N2)C=2C(=NC=CC2)C)C1=O (2-(2-fluorophenyl)-5-[(2′-methyl-3,3′-bipyridin-6-yl)methyl]-2,5-dihydro-3H-pyrazolo[4,3-c]quinolin-3-one). Reaction SMILES: Br[C:2]1[CH:3]=[CH:4][C:5]([CH2:8][N:9]2[C:18]3[CH:17]=[CH:16][CH:15]=[CH:14][C:13]=3[C:12]3=[N:19][N:20]([C:23]4[CH:28]=[CH:27][CH:26]=[CH:25][C:24]=4[F:29])[C:21](=[O:22])[C:11]3=[CH:10]2)=[N:6][CH:7]=1.C1(P(C2CCCCC2)C2C=CC=CC=2C2C(C(C)C)=CC(C(C)C)=CC=2C(C)C)CCCCC1.[CH3:64][C:65]1[C:70](B(O)O)=[CH:69][CH:68]=[CH:67][N:66]=1.C(=O)([O-])[O-].[K+].[K+]>CS(C)=O.C([O-])(=O)C.[Pd+2].C([O-])(=O)C>[F:29][C:24]1[CH:25]=[CH:26][CH:27]=[CH:28][C:23]=1[N:20]1[C:21](=[O:22])[C:11]2=[CH:10][N:9]([CH2:8][C:5]3[N:6]=[CH:7][C:2]([C:70]4[C:65]([CH3:64])=[N:66][CH:67]=[CH:68][CH:69]=4)=[CH:3][CH:4]=3)[C:18]3[CH:17]=[CH:16][CH:15]=[CH:14][C:13]=3[C:12]2=[N:19]1 |f:3.4.5,7.8.9|. Procedure: 5-[(5-Bromopyridin-2-yl)methyl]-2-(2-fluorophenyl)-2,5-dihydro-3H-pyrazolo[4,3-c]quinolin-3-one (51 mg, 0.11 mmol), 2-dicyclohexylphosphino-2′,4′,6′-tri-iso-propyl-1,1′-biphenyl (16 mg, 0.034 mmol, 0.3 equiv), (2-methylpyridin-3-yl)boronic acid (26 mg, 0.19 mmol, 1.7 equiv), palladium(II) acetate (2.6 mg, 0.011 mmol, 0.1 equiv) and an aqueous solution (0.1 mL) of potassium carbonate (39 mg, 0.28 mmol, 2.5 equiv) were combined in dimethylsulfoxide (0.5 mL) and placed into a preheated oil bath at ... Starting materials: C(C)(C)(C)OC(=O)N1C=NC2=C1C=CC(=C2C)[N+](=O)[O-] (1-tert-butoxycarbonyl-4-methyl-5-nitrobenzimidazole), C(C)(=O)OCC (ethyl acetate), C(=O)[O-].[NH4+] (ammonium formate). The reagents and catalysts are [Pd] (palladium-on-carbon). Run in CO (methanol). Reaction conditions: temperature 50 celsius, time 2 hour. The product is NC1=C(C2=C(N(C=N2)C(=O)OCCCC)C=C1)C (5-amino-1-1-butoxycarbonyl-4-methylbenzimidazole). Reaction SMILES: [C:1]([O:5][C:6]([N:8]1[C:12]2[CH:13]=[CH:14][C:15]([N+:18]([O-])=O)=[C:16]([CH3:17])[C:11]=2[N:10]=[CH:9]1)=[O:7])([CH3:4])(C)C.[C:21](OCC)(=O)[CH3:22].C([O-])=O.[NH4+]>CO.[Pd]>[NH2:18][C:15]1[CH:14]=[CH:13][C:12]2[N:8]([C:6]([O:5][CH2:1][CH2:4][CH2:21][CH3:22])=[O:7])[CH:9]=[N:10][C:11]=2[C:16]=1[CH3:17] |f:2.3|. Procedure details: To a solution of 1-tert-butoxycarbonyl-4-methyl-5-nitrobenzimidazole (8 g) in methanol (40 mL)/ethyl acetate (400 mL) is added palladium-on-carbon (Pd/C) (10%, 0.5 g) and ammonium formate (7.27g). The mixture is stirred at 50° C. for 2 hours, then filtered on Celite, with methanol wash of the solids. The filtrate is rotary evaporated and the residue partitioned between water and ethyl acetate. The organic layer is washed with saturated ammonium chloride, dried over magnesium sulfate, filtered an... The reactants are CC(NC(=O)Cc1cc(F)cc(F)c1)C(=O)O, NC1C(=O)N(CCc2ccccc2)Cc2ccccc21. Yields the product CC(NC(=O)Cc1cc(F)cc(F)c1)C(=O)NC1C(=O)N(CCc2ccccc2)Cc2ccccc21. As a reaction SMILES: [F:1][c:2]1[cH:3][c:4]([CH2:9][C:10](=[O:11])[NH:12][CH:13]([CH3:14])[C:15](=[O:16])[OH:17])[cH:5][c:6]([F:8])[cH:7]1.[NH2:18][CH:19]1[C:20](=[O:37])[N:21]([CH2:29][CH2:30][c:31]2[cH:32][cH:33][cH:34][cH:35][cH:36]2)[CH2:22][c:23]2[cH:24][cH:25][cH:26][cH:27][c:28]21>>[F:1][c:2]1[cH:3][c:4]([CH2:9][C:10](=[O:11])[NH:12][CH:13]([CH3:14])[C:15](=[O:17])[NH:18][CH:19]2[C:20](=[O:37])[N:21]([CH2:29][CH2:30][c:31]3[cH:32][cH:33][cH:34][cH:35][cH:36]3)[CH2:22][c:23]3[cH:24][cH:25][cH:26][cH:27][c:28]32)[cH:5][c:6]([F:8])[cH:7]1. Reactants: ClC(C(=O)O)Cl (dichloroacetic acid), COC1=CC=C(C(C2=CC=C(C=C2)OC)(C2=CC=CC=C2)OCCOCCOCCOCCON2C(C=3C(C2=O)=CC=CC3)=O)C=C1 (N-[11-(4,4′-dimethoxytrityloxy)-3,6,9-trioxaundecanyloxy]phthalimide). Run in CO (methanol). Reaction conditions: time 18 hour. The product is C1(C=2C(C(N1OCCOCCOCCOCCO)=O)=CC=CC2)=O (11-(phthalimidooxy)-3,6,9-trioxaundecan-1-ol). The yield is 72.0%. As a reaction SMILES: ClC(Cl)C(O)=O.COC1C=CC(C([O:28][CH2:29][CH2:30][O:31][CH2:32][CH2:33][O:34][CH2:35][CH2:36][O:37][CH2:38][CH2:39][O:40][N:41]2[C:45](=[O:46])[C:44]3=[CH:47][CH:48]=[CH:49][CH:50]=[C:43]3[C:42]2=[O:51])(C2C=CC=CC=2)C2C=CC(OC)=CC=2)=CC=1>CO>[C:42]1(=[O:51])[N:41]([O:40][CH2:39][CH2:38][O:37][CH2:36][CH2:35][O:34][CH2:33][CH2:32][O:31][CH2:30][CH2:29][OH:28])[C:45](=[O:46])[C:44]2=[CH:47][CH:48]=[CH:49][CH:50]=[C:43]12. Procedure details: A solution of dichloroacetic acid in CH2C32 (100 mL, 3:97, v/v) and methanol (20 mL) was added to N-[11-(4,4′-dimethoxytrityloxy)-3,6,9-trioxaundecanyloxy]phthalimide (2.3 g, 3.6 mmol), and the reaction mixture was stirred for 18 hours. All volatile material was evaporated in vacuo and the residue was dissolved in CH2Cl2 (10 mL). Silica gel column purification using an eluent system with a stepwise gradient of acetic acid in CH2Cl2 (0-4%) gave 0.88 g (72%) of 11-(phthalimidooxy)-3,6,9-trioxaunde... Starting materials: CCN=C=NCCCN(C)C, O=C(O)CC1CC(c2cccc(Cl)c2)C(c2ccc(Cl)cc2)N(CC2CC2)C1=O, Cl, Cl, CCOC(=O)CN, [Na+], CN(C)C=O, O, O=C([O-])O, On1nnc2cccnc21. Product: CCOC(=O)CNC(=O)CC1CC(c2cccc(Cl)c2)C(c2ccc(Cl)cc2)N(CC2CC2)C1=O. Reaction SMILES: [CH2:39]([N:40]=[C:41]=[N:42][CH2:43][CH2:44][CH2:45][N:46]([CH3:47])[CH3:48])[CH3:49].[Cl:1][c:2]1[cH:3][c:4]([CH:8]2[CH2:9][CH:10]([CH2:26][C:27](=[O:28])[OH:29])[C:11](=[O:25])[N:12]([CH2:21][CH:22]3[CH2:23][CH2:24]3)[CH:13]2[c:14]2[cH:15][cH:16][c:17]([Cl:20])[cH:18][cH:19]2)[cH:5][cH:6][cH:7]1.[ClH:30].[ClH:38].[NH2:31][CH2:32][C:33](=[O:34])[O:35][CH2:36][CH3:37].[Na+:60].[O:65]=[CH:66][N:67]([CH3:68])[CH3:69].[OH2:70].[OH:61][C:62](=[O:63])[O-:64].[n:50]1[c:51]2[c:52]([n:53][cH:54][cH:55][cH:56]2)[n:57]([OH:58])[n:59]1>>[Cl:1][c:2]1[cH:3][c:4]([CH:8]2[CH2:9][CH:10]([CH2:26][C:27](=[O:28])[NH:31][CH2:32][C:33](=[O:34])[O:35][CH2:36][CH3:37])[C:11](=[O:25])[N:12]([CH2:21][CH:22]3[CH2:23][CH2:24]3)[CH:13]2[c:14]2[cH:15][cH:16][c:17]([Cl:20])[cH:18][cH:19]2)[cH:5][cH:6][cH:7]1. The product is COc1c2c(c(O)c3ncccc13)C(=O)N(Cc1ccc(C(F)(F)F)cc1)C2. The reactants are CC[SiH](CC)CC, COc1ccc(COc2c3c(c(OC)c4cccnc24)CN(Cc2ccc(C(F)(F)F)cc2)C3=O)cc1, ClCCl, O=C(O)C(F)(F)F. Reaction SMILES: [CH2:38]([SiH:39]([CH2:40][CH3:41])[CH2:42][CH3:43])[CH3:44].[CH3:1][O:2][c:3]1[c:4]2[cH:5][cH:6][cH:7][n:8][c:9]2[c:10]([O:28][CH2:29][c:30]2[cH:31][cH:32][c:33]([O:34][CH3:35])[cH:36][cH:37]2)[c:11]2[c:12]1[CH2:13][N:14]([CH2:17][c:18]1[cH:19][cH:20][c:21]([C:24]([F:25])([F:26])[F:27])[cH:22][cH:23]1)[C:15]2=[O:16].[Cl:52][CH2:53][Cl:54].[OH:45][C:46]([C:47]([F:48])([F:49])[F:50])=[O:51]>>[CH3:1][O:2][c:3]1[c:4]2[cH:5][cH:6][cH:7][n:8][c:9]2[c:10]([OH:28])[c:11]2[c:12]1[CH2:13][N:14]([CH2:17][c:18]1[cH:19][cH:20][c:21]([C:24]([F:25])([F:26])[F:27])[cH:22][cH:23]1)[C:15]2=[O:16]. Starting materials: CC(C)(C)OC(=O)Nc1cccc(CBr)n1, CC1CCCC(C)N1, CN(C)C=O. Yields the product CC1CCCC(C)N1Cc1cccc(NC(=O)OC(C)(C)C)n1. Reaction SMILES: [C:9]([CH3:10])([CH3:11])([CH3:12])[O:13][C:14]([NH:15][c:16]1[n:17][c:18]([CH2:22][Br:23])[cH:19][cH:20][cH:21]1)=[O:24].[CH3:1][CH:2]1[NH:3][CH:4]([CH3:8])[CH2:5][CH2:6][CH2:7]1.[O:25]=[CH:26][N:27]([CH3:28])[CH3:29]>>[CH3:1][CH:2]1[N:3]([CH2:22][c:18]2[n:17][c:16]([NH:15][C:14]([O:13][C:9]([CH3:10])([CH3:11])[CH3:12])=[O:24])[cH:21][cH:20][cH:19]2)[CH:4]([CH3:8])[CH2:5][CH2:6][CH2:7]1.